This data is from the Open Reaction Database (ORD), a public repository of structured organic reaction records. The task is: describe an organic reaction: reactants, conditions, products, and yield RXN SMILES: [F:1][C:2]1[CH:7]=[CH:6][C:5]([C:8]([F:11])([F:10])[F:9])=[CH:4][C:3]=1[NH:12][C:13]([C:15]1[CH:16]=[CH:17][C:18]([CH3:24])=[C:19]([CH:23]=1)[C:20](O)=[O:21])=[O:14].C(N(C(C)C)CC)(C)C.ON1C2C=CC=CC=2N=N1.CCN=C=NCCCN(C)C.Cl.[CH3:56][N:57]1[CH2:62][CH2:61][N:60]([C:63]2[CH:68]=[CH:67][C:66]([NH:69][C:70]3[N:75]=[CH:74][C:73]([NH2:76])=[CH:72][N:71]=3)=[CH:65][CH:64]=2)[CH2:59][CH2:58]1>ClCCl>[F:1][C:2]1[CH:7]=[CH:6][C:5]([C:8]([F:11])([F:9])[F:10])=[CH:4][C:3]=1[NH:12][C:13](=[O:14])[C:15]1[CH:16]=[CH:17][C:18]([CH3:24])=[C:19]([C:20]([NH:76][C:73]2[CH:74]=[N:75][C:70]([NH:69][C:66]3[CH:65]=[CH:64][C:63]([N:60]4[CH2:59][CH2:58][N:57]([CH3:56])[CH2:62][CH2:61]4)=[CH:68][CH:67]=3)=[N:71][CH:72]=2)=[O:21])[CH:23]=1 |f:3.4|. The product is FC1=C(C=C(C=C1)C(F)(F)F)NC(C1=CC(C(=O)NC=2C=NC(=NC2)NC2=CC=C(C=C2)N2CCN(CC2)C)=C(C=C1)C)=O (N1-(2-fluoro-5-(trifluoromethyl)phenyl)-4-methyl-N3-(2-(4-(4-methylpiperazin-1-yl)phenylamino)pyrimidin-5-yl)isophthalamide). The solvent is ClCCl (dichloromethane). The reactants are FC1=C(C=C(C=C1)C(F)(F)F)NC(=O)C=1C=CC(=C(C(=O)O)C1)C (5-((2-fluoro-5-(trifluoromethyl)phenyl)carbamoyl)-2-methylbenzoic acid), C(C)(C)N(CC)C(C)C (diisopropylethylamine), ON1N=NC2=C1C=CC=C2 (1-hydroxybenzotriazole), CCN=C=NCCCN(C)C.Cl (EDC.HCl), CN1CCN(CC1)C1=CC=C(C=C1)NC1=NC=C(C=N1)N (N2-(4-(4-methylpiperazin-1-yl)phenyl)pyrimidine-2,5-diamine). Reported procedure: A 16×100 mm vial was charged with 5-((2-fluoro-5-(trifluoromethyl)phenyl)carbamoyl)-2-methylbenzoic acid 36 (0.100 g, 0.293 mmol), dichloromethane (3 mL), diisopropylethylamine (0.200 ml, 1.15 mmol), 1-hydroxybenzotriazole (0.0396 g, 0.293 mmol), EDC.HCl (0.0562 g, 0.293 mmol), and N2-(4-(4-methylpiperazin-1-yl)phenyl)pyrimidine-2,5-diamine (0.0875 g, 0.308 mmol), and the mixture stirred at room temperature for 24 hours. The reaction mixture was purified via column chromatography on silica gel (... Run at time 24 hour. The reactants are ClC=1N=NC(=CC1)NCCC(=O)O (N-(3-chloropyridazin-6-yl)-3-aminopropionic acid), [H-].[Na+] (Sodium hydride), C(C1=CC=CC=C1)O (benzyl alcohol), O (water). Run at temperature 180 celsius. Product: C(C1=CC=CC=C1)OC=1N=NC(=CC1)NCCC(=O)O (N-(3-Benzyloxypyridazin-6-yl)-3-aminopropionic Acid). Yield: 47.0%. RXN SMILES: [H-].[Na+].Cl[C:4]1[N:5]=[N:6][C:7]([NH:10][CH2:11][CH2:12][C:13]([OH:15])=[O:14])=[CH:8][CH:9]=1.O.[CH2:17]([OH:24])[C:18]1[CH:23]=[CH:22][CH:21]=[CH:20][CH:19]=1>>[CH2:17]([O:24][C:4]1[N:5]=[N:6][C:7]([NH:10][CH2:11][CH2:12][C:13]([OH:15])=[O:14])=[CH:8][CH:9]=1)[C:18]1[CH:23]=[CH:22][CH:21]=[CH:20][CH:19]=1 |f:0.1|. Procedure details: Sodium hydride (22.0 mmol, 0.88 g) was dissolved in benzyl alcohol (10 mL). To the resulting solution was added N-(3-chloropyridazin-6-yl)-3-aminopropionic acid (10.0 mmol, 2.01 g), and the mixture was heated to about 165° C. (oil bath 180° C.) for 3 hours. After cooling to room temperature, water (120 mL) was added, and the aqueous phase was extracted with dichloromethane (3×50 mL). The pH was adjusted to 4.0 with 2M aqueous hydrochloric acid. The light brown precipitate was filtered, washed wi... Reactants: C(C1=CC=CC=C1)OC1=C(C=CC=C1)Br (2-Benzyloxybromobenzene), C(C1=CC=CC=C1)OC(=O)N1CCC(CC1)=O (1-benzyloxycarbonyl-4-piperidone). Yields the product OC1(CCN(CC1)C(=O)OCC1=CC=CC=C1)C1=C(C=CC=C1)OCC1=CC=CC=C1 (4-hydroxy-4-(2-benzyloxyphenyl)-N-Cbz-piperidine). The yield is 59.0%. RXN SMILES: [CH2:1]([O:8][C:9]1[CH:14]=[CH:13][CH:12]=[CH:11][C:10]=1Br)[C:2]1[CH:7]=[CH:6][CH:5]=[CH:4][CH:3]=1.[CH2:16]([O:23][C:24]([N:26]1[CH2:31][CH2:30][C:29](=[O:32])[CH2:28][CH2:27]1)=[O:25])[C:17]1[CH:22]=[CH:21][CH:20]=[CH:19][CH:18]=1>>[OH:32][C:29]1([C:10]2[CH:11]=[CH:12][CH:13]=[CH:14][C:9]=2[O:8][CH2:1][C:2]2[CH:7]=[CH:6][CH:5]=[CH:4][CH:3]=2)[CH2:28][CH2:27][N:26]([C:24]([O:23][CH2:16][C:17]2[CH:22]=[CH:21][CH:20]=[CH:19][CH:18]=2)=[O:25])[CH2:31][CH2:30]1. Procedure details: 2-Benzyloxybromobenzene (242.3 g) was reacted with 1-benzyloxycarbonyl-4-piperidone (214.7 g) according to the method described for Example 2e to afford 4-hydroxy-4-(2-benzyloxyphenyl)-N-Cbz-piperidine (226.75 g) after extraction and chromatography using 10-30% ethyl acetate in hexanes. 1H NMR (300 MHz, CDCl3) δ 7.40-7.21 (m, 12H), 6.98 (m, 2H), 5.12 (s, 4H), 4.11 (br s, 3H), 3.35 (br s, 2H), 2.03 (br s, 4H). A sample of this material (235 g) was reacted with triethylsilane (405 mL) and trifluor... The reactants are BrCC(C(C(=O)OCC)CC)=O (ethyl 4-bromo-2-ethyl-3-oxobutanoate), Br (hydrogen bromide). Reaction conditions: temperature 100 celsius. Product: C(C)C=1C(OCC1O)=O (3-ethyl-4-hydroxyfuran-2(5H)-one). As a reaction SMILES: BrC[C:3](=[O:12])[CH:4]([CH2:10][CH3:11])[C:5]([O:7][CH2:8]C)=[O:6].Br>>[CH2:10]([C:4]1[C:5](=[O:6])[O:7][CH2:8][C:3]=1[OH:12])[CH3:11]. Procedure details: A mixture of ethyl 4-bromo-2-ethyl-3-oxobutanoate and hydrogen bromide (48%, 0.037 mL, 0.327 mmol) was heated at 100° C. for 20 h. After cooling to rt, the solid was collected by filtration followed by diethyl ether washing to give 3-ethyl-4-hydroxyfuran-2(5H)-one. LC/MS: (M+1)+: 129.05. Reactants: CC(C)(C)OC(=O)CBr, [H-], [Na+], C1CCOC1, CC(C)(C)OC(=O)N1CCC(O)C1. The product is CC(C)(C)OC(=O)COC1CCN(C(=O)OC(C)(C)C)C1. Reaction SMILES: [Br:16][CH2:17][C:18](=[O:19])[O:20][C:21]([CH3:22])([CH3:23])[CH3:24].[H-:1].[Na+:2].[O:25]1[CH2:26][CH2:27][CH2:28][CH2:29]1.[OH:3][CH:4]1[CH2:5][N:6]([C:9](=[O:10])[O:11][C:12]([CH3:13])([CH3:14])[CH3:15])[CH2:7][CH2:8]1>>[O:3]([CH:4]1[CH2:5][N:6]([C:9](=[O:10])[O:11][C:12]([CH3:13])([CH3:14])[CH3:15])[CH2:7][CH2:8]1)[CH2:17][C:18](=[O:19])[O:20][C:21]([CH3:22])([CH3:23])[CH3:24]. Starting materials: C, Cl, CCC(O)(c1ccc(-c2cccc(NC(C)=O)c2)cc1)c1cn(C(c2ccccc2)(c2ccccc2)c2ccccc2)cn1, [Pd]. The product is CCC(O)(c1ccc(-c2cccc(NC(C)=O)c2)cc1)c1c[nH]cn1. RXN SMILES: [C:46].[ClH:45].[OH:1][C:2]([CH2:3][CH3:4])([c:5]1[n:6][cH:7][n:8]([C:10]([c:11]2[cH:12][cH:13][cH:14][cH:15][cH:16]2)([c:17]2[cH:18][cH:19][cH:20][cH:21][cH:22]2)[c:23]2[cH:24][cH:25][cH:26][cH:27][cH:28]2)[cH:9]1)[c:29]1[cH:30][cH:31][c:32](-[c:35]2[cH:36][c:37]([NH:41][C:42]([CH3:43])=[O:44])[cH:38][cH:39][cH:40]2)[cH:33][cH:34]1.[Pd:47]>>[OH:1][C:2]([CH2:3][CH3:4])([c:5]1[n:6][cH:7][nH:8][cH:9]1)[c:29]1[cH:30][cH:31][c:32](-[c:35]2[cH:36][c:37]([NH:41][C:42]([CH3:43])=[O:44])[cH:38][cH:39][cH:40]2)[cH:33][cH:34]1. Reactants: O1CC=CN(C2=C1C=CC=C2)CC(=O)OCC2=CC=CC=C2 (benzyl 1,5-benzoxazepine-5-acetate). The reagents and catalysts are [C].[Pd] (palladium-carbon). Yields the product O1CC=CN(C2=C1C=CC=C2)CC(=O)O (1,5-benzoxazepine-5-acetic acid). As a reaction SMILES: [O:1]1[C:7]2[CH:8]=[CH:9][CH:10]=[CH:11][C:6]=2[N:5]([CH2:12][C:13]([O:15]CC2C=CC=CC=2)=[O:14])[CH:4]=[CH:3][CH2:2]1>[C].[Pd]>[O:1]1[C:7]2[CH:8]=[CH:9][CH:10]=[CH:11][C:6]=2[N:5]([CH2:12][C:13]([OH:15])=[O:14])[CH:4]=[CH:3][CH2:2]1 |f:1.2|. Reported procedure: Catalytic reduction of benzyl 1,5-benzoxazepine-5-acetate derivative obtained in Examples 27-35 is carried out using 10% palladium-carbon as a catalyst in a manner similar to that described in Example 17 to give 1,5-benzoxazepine-5-acetic acid derivative shown in Table 3. The reactants are C(C)OCC (Diethyl ether), 5-(S)-(N-Acylaminomethyl)-3-[4′-(4″-(un)substituted amino)carbonyl-3′-fluorophenyl]oxazolidine-2-ones, C(C)(=O)NC[C@H]1CN(C(O1)=O)C1=CC(=C(C=C1)C(=O)OC1=C(C(=C(C(=C1F)F)F)F)F)F (5-(S)-acetamidomethyl-3-[4′-(pentafluorophenyl)oxycarbonyl-3′-fluorophenyl]-oxazolidine-2-one), C[Si](ON)(C)C (O-trimethylsilylhydroxylamine). Solvent: O1CCCC1 (tetrahydrofuran). Conditions: time 2 hour. Yields the product C(C)(=O)NC[C@H]1CN(C(O1)=O)C1=CC(=C(C=C1)C(=O)NO)F (5-(S)-Acetamidomethyl-3-[4′-hydroxyaminocarbonyl-3′-fluorophenyl]-oxazolidine-2-one). As a reaction SMILES: [C:1]([NH:4][CH2:5][C@@H:6]1[O:10][C:9](=[O:11])[N:8]([C:12]2[CH:17]=[CH:16][C:15]([C:18](OC3C(F)=C(F)C(F)=C(F)C=3F)=[O:19])=[C:14]([F:32])[CH:13]=2)[CH2:7]1)(=[O:3])[CH3:2].C[Si](C)(C)[O:35][NH2:36].C(OCC)C>O1CCCC1>[C:1]([NH:4][CH2:5][C@@H:6]1[O:10][C:9](=[O:11])[N:8]([C:12]2[CH:17]=[CH:16][C:15]([C:18]([NH:36][OH:35])=[O:19])=[C:14]([F:32])[CH:13]=2)[CH2:7]1)(=[O:3])[CH3:2]. Procedure details: Prepared according to Method D of the General Procedures for Preparation of 5-(S)-(N-Acylaminomethyl)-3-[4′-(4″-(un)substituted amino)carbonyl-3′-fluorophenyl]oxazolidine-2-ones from 5-(S)-acetamidomethyl-3-[4′-(pentafluorophenyl)oxycarbonyl-3′-fluorophenyl]-oxazolidine-2-one (0.046 g, 0.1 mmol) and O-trimethylsilylhydroxylamine (0.052 mL, ca. 0.5 mmol) in tetrahydrofuran (1 mL). The synthesis was performed for 2 h at r.t. Diethyl ether (4 mL) was added, the precipitated product washed with diet... The reactants are ClCCl, COc1ccc(-n2nc(CC(CO)c3cccc(C)c3)cc2-c2ccc(Cl)c(Cl)c2)cc1, BrP(Br)Br. The product is COc1ccc(-n2nc(CC(CBr)c3cccc(C)c3)cc2-c2ccc(Cl)c(Cl)c2)cc1. RXN SMILES: [Cl:37][CH2:38][Cl:39].[Cl:5][c:6]1[cH:7][c:8](-[c:13]2[cH:14][c:15]([CH2:26][CH:27]([CH2:28][OH:29])[c:30]3[cH:31][c:32]([CH3:36])[cH:33][cH:34][cH:35]3)[n:16][n:17]2-[c:18]2[cH:19][cH:20][c:21]([O:24][CH3:25])[cH:22][cH:23]2)[cH:9][cH:10][c:11]1[Cl:12].[P:1]([Br:2])([Br:3])[Br:4]>>[Br:2][CH2:28][CH:27]([CH2:26][c:15]1[cH:14][c:13](-[c:8]2[cH:7][c:6]([Cl:5])[c:11]([Cl:12])[cH:10][cH:9]2)[n:17](-[c:18]2[cH:19][cH:20][c:21]([O:24][CH3:25])[cH:22][cH:23]2)[n:16]1)[c:30]1[cH:31][c:32]([CH3:36])[cH:33][cH:34][cH:35]1. Reactants: C1CCOC1, CO, COC(=O)C12CC3CC(F)(CC(F)(C3)C1)C2, [Na+], [OH-], O. Product: O=C(O)C12CC3CC(F)(CC(F)(C3)C1)C2. As a reaction SMILES: [CH2:3]1[O:4][CH2:5][CH2:6][CH2:7]1.[CH3:1][OH:2].[F:8][C:9]12[CH2:10][C:11]3([C:20](=[O:21])[O:22][CH3:23])[CH2:12][CH:13]([CH2:14][C:15]([F:18])([CH2:16]1)[CH2:17]3)[CH2:19]2.[Na+:25].[OH-:24].[OH2:26]>>[F:8][C:9]12[CH2:10][C:11]3([C:20](=[O:21])[OH:22])[CH2:12][CH:13]([CH2:14][C:15]([F:18])([CH2:16]1)[CH2:17]3)[CH2:19]2.